describe an organic reaction: reactants, conditions, products, and yield From a dataset of the Open Reaction Database (ORD), a public repository of structured organic reaction records. Reactants: C(C)(=O)OCC (ethyl acetate), ClCCl (dichloromethane), ClC=1C=C(C=CC1Cl)[C@]1(CN(CC1)C(C1=CC(=C(C(=C1)OC)OC)OC)=O)CCCS(=O)(=O)[O-] ((S)-2-[3-(3,4-dichloro-phenyl)-1-(3,4,5-trimethoxy-benzoyl)-pyrrolidin-3-yl]-ethyl-methanesulfonate), N1=C(C=CC=C1)C1(CCNCC1)C(=O)N (4-(pyridin-2-yl)-piperidine-4-carboxylic acid amide). The solvent is CO.ClCCl (methanol dichloromethane), CO.ClCCl (methanol dichloromethane), CO.ClCCl (methanol dichloromethane). Yields the product ClC=1C=C(C=CC1Cl)[C@@]1(CN(CC1)C(C1=CC(=C(C(=C1)OC)OC)OC)=O)CCN1CCC(CC1)(C(=O)N)C1=NC=CC=C1 ((R)-1-[2-[3-(3,4-dichloro-phenyl)-1-(3,4,5-trimethoxy-benzoyl)-pyrrolidin-3-yl]-ethyl]-4-(pyridin-2-yl)-piperidine-4-carboxylic acid amide). RXN SMILES: [Cl:1][C:2]1[CH:3]=[C:4]([C@:9]2([CH2:28][CH2:29]CS([O-])(=O)=O)[CH2:13][CH2:12][N:11]([C:14](=[O:27])[C:15]3[CH:20]=[C:19]([O:21][CH3:22])[C:18]([O:23][CH3:24])=[C:17]([O:25][CH3:26])[CH:16]=3)[CH2:10]2)[CH:5]=[CH:6][C:7]=1[Cl:8].[N:35]1[CH:40]=[CH:39][CH:38]=[CH:37][C:36]=1[C:41]1([C:47]([NH2:49])=[O:48])[CH2:46][CH2:45][NH:44][CH2:43][CH2:42]1.C(OCC)(=O)C.ClCCl>CO.ClCCl>[Cl:1][C:2]1[CH:3]=[C:4]([C@@:9]2([CH2:28][CH2:29][N:44]3[CH2:43][CH2:42][C:41]([C:36]4[CH:37]=[CH:38][CH:39]=[CH:40][N:35]=4)([C:47]([NH2:49])=[O:48])[CH2:46][CH2:45]3)[CH2:13][CH2:12][N:11]([C:14](=[O:27])[C:15]3[CH:20]=[C:19]([O:21][CH3:22])[C:18]([O:23][CH3:24])=[C:17]([O:25][CH3:26])[CH:16]=3)[CH2:10]2)[CH:5]=[CH:6][C:7]=1[Cl:8] |f:4.5|. Reported procedure: Prepare by the method of example 88.6 using (S)-2-[3-(3,4-dichloro-phenyl)-1-(3,4,5-trimethoxy-benzoyl)-pyrrolidin-3-yl]-ethyl-methanesulfonate (2.85 g, 5.2 mmol) and 4-(pyridin-2-yl)-piperidine-4-carboxylic acid amide (1.4 g, 6.8 mmol). Chromatograph on silica gel eluting sequentially with ethyl acetate, dichloromethane, 2% methanol/dichloromethane, 4% methanol/dichloromethane, and then 6% methanol/dichloromethane to give the title compound: Rf =0.24 (silica gel, 10% methanol/dichloromethane).